This data is from the Open Reaction Database (ORD), a public repository of structured organic reaction records. The task is: describe an organic reaction: reactants, conditions, products, and yield Starting materials: C(C)(C)(C)OC=1C(=NC=C(N1)F)CN1CCC(CC1)C(CC1=C(C=CC=C1)F)=O (1-[1-(3-tert-butoxy-5-fluoro-2-pyrazinylmethyl)piperidin-4-yl]-2-(2-fluorophenyl)ethanone). Solvent: FC(C(=O)O)(F)F (trifluoroacetic acid). Conditions: time 1.5 hour. Yields the product FC1=CN=C(C(N1)=O)CN1CCC(CC1)C(CC1=C(C=CC=C1)F)=O (6-Fluoro-3-[4-[2-(2-fluorophenyl)acetyl]piperidino]methyl-1H-pyrazin-2-one). The yield is 92.4%. Reaction SMILES: C([O:5][C:6]1[C:7]([CH2:13][N:14]2[CH2:19][CH2:18][CH:17]([C:20](=[O:29])[CH2:21][C:22]3[CH:27]=[CH:26][CH:25]=[CH:24][C:23]=3[F:28])[CH2:16][CH2:15]2)=[N:8][CH:9]=[C:10]([F:12])[N:11]=1)(C)(C)C>FC(F)(F)C(O)=O>[F:12][C:10]1[NH:11][C:6](=[O:5])[C:7]([CH2:13][N:14]2[CH2:19][CH2:18][CH:17]([C:20](=[O:29])[CH2:21][C:22]3[CH:27]=[CH:26][CH:25]=[CH:24][C:23]=3[F:28])[CH2:16][CH2:15]2)=[N:8][CH:9]=1. Reported procedure: After dissolving 122 mg of 1-[1-(3-tert-butoxy-5-fluoro-2-pyrazinylmethyl)piperidin-4-yl]-2-(2-fluorophenyl)ethanone in 3 ml of trifluoroacetic acid, the mixture was stirred for 1.5 hours at room temperature. The reaction solution was cooled on ice, the pH was adjusted to 7 with a 5% sodium hydroxide solution, and extraction was performed with dichloromethane. The extract was dried over anhydrous magnesium sulfate, and then the solvent was distilled off under reduced pressure. Diethyl ether was ... Reaction conditions: time 3 hour. Solvent: C(Cl)Cl (DCM). Procedure details: To a stirring suspension of S-[4-(N-{2-[N-(5-chloro(2-pyridyl))carbamoyl]-4-chlorophenyl}carbamoyl)phenyl]-S-methyl-N-[2-hydroxy-ethyl]sulfoximide (0.6 g, 0.00118 mol) in DCM (6 mL) was added triphenyl phosphine (460 mg, 0.00177 mol) followed by carbon tetrabromide (589 mg, 0.00177 mol) at 25-30° C. Reaction mixture was stirred at same temperature for 3 hr. Subsequent work up and column purification (100-200 mesh silica gel, 10-50% ethyl acetate in hexane) gave 300 mg of titled product. The product is ClC=1C=CC(=NC1)NC(=O)C1=C(C=CC(=C1)Cl)NC(=O)C1=CC=C(C=C1)S(=O)(=NCCBr)C (S-[4-(N-{2-[N-(5-chloro(2-pyridyl))carbamoyl]-4-chlorophenyl}carbamoyl)phenyl]-S-methyl-N-[2-bromo-ethyl]sulfoximide). Yield: 44.6%. RXN SMILES: [Cl:1][C:2]1[CH:3]=[CH:4][C:5]([NH:8][C:9]([C:11]2[CH:16]=[C:15]([Cl:17])[CH:14]=[CH:13][C:12]=2[NH:18][C:19]([C:21]2[CH:26]=[CH:25][C:24]([S:27]([CH3:33])(=[N:29][CH2:30][CH2:31]O)=[O:28])=[CH:23][CH:22]=2)=[O:20])=[O:10])=[N:6][CH:7]=1.C1(P(C2C=CC=CC=2)C2C=CC=CC=2)C=CC=CC=1.C(Br)(Br)(Br)[Br:54]>C(Cl)Cl>[Cl:1][C:2]1[CH:3]=[CH:4][C:5]([NH:8][C:9]([C:11]2[CH:16]=[C:15]([Cl:17])[CH:14]=[CH:13][C:12]=2[NH:18][C:19]([C:21]2[CH:26]=[CH:25][C:24]([S:27]([CH3:33])(=[N:29][CH2:30][CH2:31][Br:54])=[O:28])=[CH:23][CH:22]=2)=[O:20])=[O:10])=[N:6][CH:7]=1. Starting materials: C1(=CC=CC=C1)P(C1=CC=CC=C1)C1=CC=CC=C1 (triphenyl phosphine), ClC=1C=CC(=NC1)NC(=O)C1=C(C=CC(=C1)Cl)NC(=O)C1=CC=C(C=C1)S(=O)(=NCCO)C (S-[4-(N-{2-[N-(5-chloro(2-pyridyl))carbamoyl]-4-chlorophenyl}carbamoyl)phenyl]-S-methyl-N-[2-hydroxy-ethyl]sulfoximide), C(Br)(Br)(Br)Br (carbon tetrabromide). Reactants: C=CCBr, [K+], [K+], O=C([O-])[O-], CN(C)C=O, N#Cc1ccc([N+](=O)[O-])cc1O. Product: C=CCOc1cc([N+](=O)[O-])ccc1C#N. As a reaction SMILES: [CH2:13]([CH:14]=[CH2:15])[Br:16].[K+:17].[K+:18].[O-:19][C:20]([O-:21])=[O:22].[O:23]=[CH:24][N:25]([CH3:26])[CH3:27].[OH:1][c:2]1[c:3]([C:4]#[N:5])[cH:6][cH:7][c:8]([N+:10](=[O:11])[O-:12])[cH:9]1>>[O:1]([c:2]1[c:3]([C:4]#[N:5])[cH:6][cH:7][c:8]([N+:10](=[O:11])[O-:12])[cH:9]1)[CH2:15][CH:14]=[CH2:13]. Product: ClC1=C(C=C(C=C1)C=1N(C(SC1)=NC1=CC=C(C=C1)OC(C)=O)C)S(N(C)C)(=O)=O (4-(4-Chloro-3-dimethylsulfamoylphenyl)-2-(4-acetoxyphenylimino)-3-methyl-4-thiazoline). Procedure details: 2.1 g (5 mmoles) of 4-(4-chloro-3-dimethylsulfamoylphenyl)-2-(4-hydroxyphenylimino)-3-methyl-4-thiazoline (Example 2) are suspended in 25 ml of acetic anhydride and the yellow solution which results on warming, is stirred for 1 hour at 120° C. After distilling off the acetic anhydride in vacuo, the solid residue is recrystallized from isopropanol. Colorless crystals of m.p. 173°-174° C. The reactants are ClC1=C(C=C(C=C1)C=1N(C(SC1)=NC1=CC=C(C=C1)O)C)S(N(C)C)(=O)=O (4-(4-Chloro-3-dimethylsulfamoylphenyl)-2-(4-hydroxyphenylimino)-3-methyl-4-thiazoline), C(C)(=O)OC(C)=O (acetic anhydride). RXN SMILES: [Cl:1][C:2]1[CH:7]=[CH:6][C:5]([C:8]2[N:9]([CH3:21])[C:10](=[N:13][C:14]3[CH:19]=[CH:18][C:17]([OH:20])=[CH:16][CH:15]=3)[S:11][CH:12]=2)=[CH:4][C:3]=1[S:22](=[O:27])(=[O:26])[N:23]([CH3:25])[CH3:24].[C:28](OC(=O)C)(=[O:30])[CH3:29]>>[Cl:1][C:2]1[CH:7]=[CH:6][C:5]([C:8]2[N:9]([CH3:21])[C:10](=[N:13][C:14]3[CH:15]=[CH:16][C:17]([O:20][C:28](=[O:30])[CH3:29])=[CH:18][CH:19]=3)[S:11][CH:12]=2)=[CH:4][C:3]=1[S:22](=[O:27])(=[O:26])[N:23]([CH3:24])[CH3:25]. Run at temperature 120 celsius, time 1 hour. RXN SMILES: [CH3:1][N:2]([c:3]1[c:4]([C:5](=[O:6])[c:7]2[c:8]([C:9](=[O:10])[OH:11])[cH:12][cH:13][cH:14][cH:15]2)[cH:16][cH:17][c:18]([N:20]([CH3:21])[CH3:22])[cH:19]1)[CH3:23].[CH3:24][N:25]([c:26]1[cH:27][c:28]([NH:29][C:30]([CH3:31])=[O:32])[cH:33][cH:34][cH:35]1)[CH3:36].[CH3:37][C:38]([O:39][C:40](=[O:41])[CH3:42])=[O:43]>>[CH3:1][N:2]([c:3]1[c:4]([C:5]2([c:33]3[c:28]([NH:29][C:30]([CH3:31])=[O:32])[cH:27][c:26]([N:25]([CH3:24])[CH3:36])[cH:35][cH:34]3)[O:6][C:9](=[O:10])[c:8]3[c:7]2[cH:15][cH:14][cH:13][cH:12]3)[cH:16][cH:17][c:18]([N:20]([CH3:21])[CH3:22])[cH:19]1)[CH3:23]. The reactants are CN(C)c1ccc(C(=O)c2ccccc2C(=O)O)c(N(C)C)c1, CC(=O)Nc1cccc(N(C)C)c1, CC(=O)OC(C)=O. Yields the product CC(=O)Nc1cc(N(C)C)ccc1C1(c2ccc(N(C)C)cc2N(C)C)OC(=O)c2ccccc21. Starting materials: CS(=O)C (dimethyl sulfoxide), [H-].[Na+] (sodium hydride), CS(=O)C (dimethyl sulfoxide), O (water), N#N (N2), resultant mixture, O1C(CCCC1)OCCCCCCCCCCCCCCC=O (15-(2-tetrahydropyranyloxy)pentadecanal). The reagents and catalysts are [Br-].C[P+](C1=CC=CC=C1)(C1=CC=CC=C1)C1=CC=CC=C1 (methyltriphenylphosphonium bromide). Run in C1CCOC1 (THF). Conditions: time 30 minute. The product is O1C(CCCC1)OCCCCCCCCCCCCCCC=C (1-(2-tetrahydropyranyloxy)-15-hexadecene). The yield is 46.0%. RXN SMILES: [H-].[Na+].N#N.[O:5]1[CH2:10][CH2:9][CH2:8][CH2:7][CH:6]1[O:11][CH2:12][CH2:13][CH2:14][CH2:15][CH2:16][CH2:17][CH2:18][CH2:19][CH2:20][CH2:21][CH2:22][CH2:23][CH2:24][CH2:25][CH:26]=O.O.[CH3:29]S(C)=O>[Br-].C[P+](C1C=CC=CC=1)(C1C=CC=CC=1)C1C=CC=CC=1.C1COCC1>[O:5]1[CH2:10][CH2:9][CH2:8][CH2:7][CH:6]1[O:11][CH2:12][CH2:13][CH2:14][CH2:15][CH2:16][CH2:17][CH2:18][CH2:19][CH2:20][CH2:21][CH2:22][CH2:23][CH2:24][CH2:25][CH:26]=[CH2:29] |f:0.1,6.7|. Procedure details: A 300-ml three-necked flask equipped with a stirrer, dropping funnel and N2 inlet tube was charged with 40 ml of dimethyl sulfoxide and 1.2 g (30 mmol) of 60% sodium hydride. The contents were stirred at 75° C. for 1.5 hours in an N2 atmosphere and then cooled to room temperature. To this mixture, a solution of 8.93 g (25 mmol) of methyltriphenylphosphonium bromide in 40 ml of dimethyl sulfoxide was added dropwise over 10 minutes. The resultant mixture was stirred further for 20 minutes at room ... Reactants: [Br-], C1CCOC1, COc1ccccc1[Mg+], CON(C)C(=O)c1cc(Br)cnc1N. Yields the product COc1ccccc1C(=O)c1cc(Br)cnc1N. As a reaction SMILES: [Br-:15].[CH2:25]1[O:26][CH2:27][CH2:28][CH2:29]1.[CH3:16][O:17][c:18]1[c:19]([Mg+:24])[cH:20][cH:21][cH:22][cH:23]1.[NH2:1][c:2]1[c:3]([C:4](=[O:5])[N:6]([O:7][CH3:8])[CH3:9])[cH:10][c:11]([Br:14])[cH:12][n:13]1>>[NH2:1][c:2]1[c:3]([C:4](=[O:5])[c:19]2[c:18]([O:17][CH3:16])[cH:23][cH:22][cH:21][cH:20]2)[cH:10][c:11]([Br:14])[cH:12][n:13]1.